Dataset: the Open Reaction Database (ORD), a public repository of structured organic reaction records. Task: describe an organic reaction: reactants, conditions, products, and yield The reactants are N1C=CC2=CC(=CC=C12)C(=O)O (Indole-5-carboxylic acid), [H-].[Al+3].[Li+].[H-].[H-].[H-] (lithium aluminium hydride), [OH-].[Na+] (sodium hydroxide). The solvent is O1CCCC1 (tetrahydrofuran), O1CCCC1 (tetrahydrofuran). Product: N1C=CC2=CC(=CC=C12)CO ((1H-indol-5-yl)-methanol). Yield: 108.5%. As a reaction SMILES: [NH:1]1[C:9]2[C:4](=[CH:5][C:6]([C:10](O)=[O:11])=[CH:7][CH:8]=2)[CH:3]=[CH:2]1.[H-].[Al+3].[Li+].[H-].[H-].[H-].[OH-].[Na+]>O1CCCC1>[NH:1]1[C:9]2[C:4](=[CH:5][C:6]([CH2:10][OH:11])=[CH:7][CH:8]=2)[CH:3]=[CH:2]1 |f:1.2.3.4.5.6,7.8|. Procedure: Indole-5-carboxylic acid (5.02 g, 31.3 mmol) in tetrahydrofuran (40 mL) was added slowly to the lithium aluminium hydride (1.88 g, 49.5 mmol) stirred in tetrahydrofuran (125 mL) under nitrogen with external heating so as to maintain a gently reflux. The mixture was heated at reflux for 2 hours and cooled to room temperature. 2 N sodium hydroxide (10 mL) was then added dropwise to the reaction mixture. The precipitate was removed by filtration and the filtrate was concentrated. It was dissolved i... Starting materials: CON(C(C1=C(C=C(C=C1)OC)OC)=O)C (N-methoxy-N-methyl-2,4-dimethoxybenzamide), ClN1C(CCC1=O)=O (N-chlorosuccinimide). Run in C(C)#N (acetonitrile). Conditions: temperature 50 celsius. Product: CON(C(C1=C(C=C(C(=C1)Cl)OC)OC)=O)C (N-methoxy-N-methyl-5-chloro-2,4-dimethoxybenzamide). Isolated yield 62.5%. Reaction SMILES: [CH3:1][O:2][N:3]([CH3:16])[C:4](=[O:15])[C:5]1[CH:10]=[CH:9][C:8]([O:11][CH3:12])=[CH:7][C:6]=1[O:13][CH3:14].[Cl:17]N1C(=O)CCC1=O>C(#N)C>[CH3:1][O:2][N:3]([CH3:16])[C:4](=[O:15])[C:5]1[CH:10]=[C:9]([Cl:17])[C:8]([O:11][CH3:12])=[CH:7][C:6]=1[O:13][CH3:14]. Procedure details: A mixture of N-methoxy-N-methyl-2,4-dimethoxybenzamide (7.2 g, 32 mmol), prepared as in Example 4, N-chlorosuccinimide (4.8 mL, 36 mmol) and acetonitrile (100 mL) was heated 16 hours at 50° C. The mixture was concentrated and the residue was partitioned between ethyl acetate (300 mL) and saturated sodium bicarbonate (150 mL). The mixture was filtered and the organic layer was separated, washed with water (4×) and brine (1×), dried (K2CO3), filtered through a short column of silica-gel and concen... Starting materials: ClC(C(=O)Cl)(Cl)Cl (trichloroacetyl chloride), CC(=CC=C)C (4-methyl-1,3-pentadiene), P(=O)(Cl)(Cl)Cl (phosphoryl chloride). Reagents/catalysts: [Zn] (zinc). Solvent: CCOCC (ether). Product: ClC1(C(CC1C=C(C)C)=O)Cl (2,2,-Dichloro-3-(2-methylpropenyl)-cyclobutanone). RXN SMILES: [Cl:1][C:2]([Cl:7])(Cl)[C:3](Cl)=[O:4].[CH3:8][C:9]([CH3:13])=[CH:10][CH:11]=[CH2:12].P(Cl)(Cl)(Cl)=O>[Zn].CCOCC>[Cl:1][C:2]1([Cl:7])[CH:11]([CH:10]=[C:9]([CH3:13])[CH3:8])[CH2:12][C:3]1=[O:4]. Reported procedure: The first step of Example 1 was repeated employing as the reactants, 5.6 ml trichloroacetyl chloride (50 mmol), 5 g (60 mmol) 4-methyl-1,3-pentadiene, 4.6 ml (50 mmol) phosphoryl chloride, 5 g (78 mmol) zinc and 500 ml ether. The yield was 6.8 g. or 71% theoretical, boiling at 65°-67° C. at 0.2 torr.